This data is from the Open Reaction Database (ORD), a public repository of structured organic reaction records. The task is: describe an organic reaction: reactants, conditions, products, and yield Reactants: CC1(N)CCN(c2ccc(C(F)(F)F)cn2)CC1, CC#N, CCN(C(C)C)C(C)C, C#CC1CCC(C#N)N1C(=O)CCl. The product is C#CC1CCC(C#N)N1C(=O)CNC1(C)CCN(c2ccc(C(F)(F)F)cn2)CC1, Cl. Reaction SMILES: [CH3:14][C:15]1([NH2:31])[CH2:16][CH2:17][N:18]([c:21]2[n:22][cH:23][c:24]([C:27]([F:28])([F:29])[F:30])[cH:25][cH:26]2)[CH2:19][CH2:20]1.[CH3:41][C:42]#[N:43].[CH:32]([N:33]([CH:34]([CH3:35])[CH3:36])[CH2:37][CH3:38])([CH3:39])[CH3:40].[Cl:1][CH2:2][C:3](=[O:4])[N:5]1[CH:6]([C:12]#[N:13])[CH2:7][CH2:8][CH:9]1[C:10]#[CH:11]>>[CH2:2]([C:3](=[O:4])[N:5]1[CH:6]([C:12]#[N:13])[CH2:7][CH2:8][CH:9]1[C:10]#[CH:11])[NH:31][C:15]1([CH3:14])[CH2:16][CH2:17][N:18]([c:21]2[n:22][cH:23][c:24]([C:27]([F:28])([F:29])[F:30])[cH:25][cH:26]2)[CH2:19][CH2:20]1.[ClH:1]. Reactants: C1COCCN1, [H-], CC1(C)CC(I)C(=O)Nc2cc([N+](=O)[O-])ccc21, [Na+], CN(C)C=O. Product: CC1(C)CC(N2CCOCC2)C(=O)Nc2cc([N+](=O)[O-])ccc21. As a reaction SMILES: [CH2:1]1[CH2:2][O:3][CH2:4][CH2:5][NH:6]1.[H-:12].[I:14][CH:15]1[C:16](=[O:31])[NH:17][c:18]2[c:19]([cH:24][cH:25][c:26]([N+:28](=[O:29])[O-:30])[cH:27]2)[C:20]([CH3:22])([CH3:23])[CH2:21]1.[Na+:13].[O:7]=[CH:8][N:9]([CH3:10])[CH3:11]>>[CH2:1]1[CH2:2][O:3][CH2:4][CH2:5][N:6]1[CH:15]1[C:16](=[O:31])[NH:17][c:18]2[c:19]([cH:24][cH:25][c:26]([N+:28](=[O:29])[O-:30])[cH:27]2)[C:20]([CH3:22])([CH3:23])[CH2:21]1.